Dataset: the Open Reaction Database (ORD), a public repository of structured organic reaction records. Task: describe an organic reaction: reactants, conditions, products, and yield Reactants: C=C1CCC2(OCCO2)CC1 (8-methylene-1,4-dioxaspiro[4.5]decane), [N+](=[N-])=CC(=O)OCC (ethyl 2-diazoacetate). The reagents and catalysts are C(C)(=O)O[Rh]OC(C)=O (diacetoxyrhodium). Solvent: C(Cl)Cl (DCM), C(Cl)Cl (DCM). Run at time 2 hour. The product is O=C1CCC2(C[C@@H]2C(=O)OCC)CC1 (ethyl (1S)-6-oxospiro[2.5]octane-1-carboxylate). Isolated yield 99.5%. Reaction SMILES: [CH2:1]=[C:2]1[CH2:11][CH2:10][C:5]2(OCC[O:6]2)[CH2:4][CH2:3]1.[N+](=[CH:14][C:15]([O:17][CH2:18][CH3:19])=[O:16])=[N-]>C(Cl)Cl.C(O[Rh]OC(=O)C)(=O)C>[O:6]=[C:5]1[CH2:10][CH2:11][C:2]2([C@@H:14]([C:15]([O:17][CH2:18][CH3:19])=[O:16])[CH2:1]2)[CH2:3][CH2:4]1. Procedure: A solution of diacetoxyrhodium (0.14 g, 0.317 mmol) and 8-methylene-1,4-dioxaspiro[4.5]decane (1.5 g, 9.73 mmol) in DCM (20 mL) was heated to reflux, and a solution of ethyl 2-diazoacetate (2.018 mL, 19.45 mmol) in DCM (6 mL) was added to it via syringe pump at 3.0 mL/h. The reaction mixture was stirred for 2 h after the completion of the addition, cooled to rt and concentrated. The residue was purified by silica gel chromatography (EtOAc/hexane) to afford ethyl (1S)-6-oxospiro[2.5]octane-1-carb... As a reaction SMILES: Cl[C:2]1[CH:7]=[CH:6][CH:5]=[CH:4][N:3]=1.[OH-:8].[K+].C1[O:27][CH2:26][CH2:25]OCCOCCOCCOCCOC1.[C:28]1([CH3:34])C=CC=C[CH:29]=1>O>[OH:8][CH2:29][CH2:28][CH2:34][CH2:25][CH2:26][O:27][C:2]1[CH:7]=[CH:6][CH:5]=[CH:4][N:3]=1 |f:1.2|. The reactants are ClC1=NC=CC=C1 (2-chloropyridine), [OH-].[K+] (KOH), C1COCCOCCOCCOCCOCCO1 (18-crown-6-ether), C1(=CC=CC=C1)C (toluene). The product is OCCCCCOC1=NC=CC=C1 (2-(5-hydroxypentyloxy)pyridine). Run in O (water). Yield: 72.0%. Reported procedure: 10.5 g of 1,5-pentadiol, 5.68 g of 2-chloropyridine, 5.6 g of KOH and 5.3 g of 18-crown-6-ether were added to 20 ml of toluene and the mixture was refluxed for 8 hours. After cooling, the reaction mixture was added with water and extracted with chloroform. The extract was dried over sodium sulfate, and the solvent was evaporated under reduced pressure. The resulting residue was purified by silica gel column chromatography (ethyl acetate:hexane) to obtain 6.5 g of the title compound (yield: 72%). The reactants are ClC=1C(=NC=C(C(=O)OC)C1)OC(C(F)(F)F)C (Methyl 5-chloro-6-(2,2,2-trifluoro-1-methylethoxy)nicotinate), CN(C)C=O (DMF). Reagents/catalysts: [C-]#N.[Zn+2].[C-]#N (zinc cyanide), [Zn] (zinc), C=1C=CC(=CC1)/C=C/C(=O)/C=C/C2=CC=CC=C2.C=1C=CC(=CC1)/C=C/C(=O)/C=C/C2=CC=CC=C2.C=1C=CC(=CC1)/C=C/C(=O)/C=C/C2=CC=CC=C2.[Pd].[Pd] (tris(dibenzylideneacetone)dipalladium(0)). Conditions: temperature 120 celsius, time 8 hour. Product: C(#N)C=1C(=NC=C(C(=O)OC)C1)OC(C(F)(F)F)C (Methyl 5-cyano-6-(2,2,2-trifluoro-1-methylethoxy)nicotinate). RXN SMILES: Cl[C:2]1[C:3]([O:12][CH:13]([CH3:18])[C:14]([F:17])([F:16])[F:15])=[N:4][CH:5]=[C:6]([CH:11]=1)[C:7]([O:9][CH3:10])=[O:8].[CH3:19][N:20](C=O)C>[C-]#N.[Zn+2].[C-]#N.[Zn].C1C=CC(/C=C/C(/C=C/C2C=CC=CC=2)=O)=CC=1.C1C=CC(/C=C/C(/C=C/C2C=CC=CC=2)=O)=CC=1.C1C=CC(/C=C/C(/C=C/C2C=CC=CC=2)=O)=CC=1.[Pd].[Pd]>[C:19]([C:2]1[C:3]([O:12][CH:13]([CH3:18])[C:14]([F:17])([F:16])[F:15])=[N:4][CH:5]=[C:6]([CH:11]=1)[C:7]([O:9][CH3:10])=[O:8])#[N:20] |f:2.3.4,6.7.8.9.10|. Reported procedure: To a solution of 627 mg (2.21 mmol) of methyl 5-chloro-6-(2,2,2-trifluoro-1-methylethoxy)nicotinate (from Step B), 123 mg (0.22 mmol), 156 mg (1.33 mmol) of zinc cyanide, and 29 mg (0.44 mmol) of zinc dust in 5.0 ml of DMF was added 101 mg (0.11 mmol) of tris(dibenzylideneacetone)dipalladium(0). After stirring at 120° C. overnight, the mixture was filtered through a cake of Celite and washed with EtOAc. The filtrate was washed with brine (10 mL), H2O (3×10 mL), and brine (10 mL). The organic lay... The reactants are CS(=O)(=O)C1=CC=C(C=C1)C1=CC=C(C=C1)C(F)(F)F (4-(4′-trifluoromethylphenyl)phenyl methyl sulfone), C(CCC)[Li] (n-butyllithium), [NH4+].[Cl-] (NH4Cl), COCC(=O)OCC (ethyl methoxyacetate). Run in C1CCOC1 (THF). Reaction conditions: temperature -78 celsius, time 1.5 hour. The product is COCC(CS(=O)(=O)C1=CC=C(C=C1)C1=CC=C(C=C1)C(F)(F)F)=O (1-methoxy-3-[[4′-(trifluoromethyl)[1,1′-biphenyl]-4-yl]sulfonyl]-2-propanone). The yield is 72.7%. Reaction SMILES: [CH3:1][S:2]([C:5]1[CH:10]=[CH:9][C:8]([C:11]2[CH:16]=[CH:15][C:14]([C:17]([F:20])([F:19])[F:18])=[CH:13][CH:12]=2)=[CH:7][CH:6]=1)(=[O:4])=[O:3].C([Li])CCC.[CH3:26][O:27][CH2:28][C:29](OCC)=[O:30].[NH4+].[Cl-]>C1COCC1>[CH3:26][O:27][CH2:28][C:29](=[O:30])[CH2:1][S:2]([C:5]1[CH:6]=[CH:7][C:8]([C:11]2[CH:16]=[CH:15][C:14]([C:17]([F:18])([F:19])[F:20])=[CH:13][CH:12]=2)=[CH:9][CH:10]=1)(=[O:4])=[O:3] |f:3.4|. Procedure: A solution of 4-(4′-trifluoromethylphenyl)phenyl methyl sulfone (1.0 g, 3.33 mmol) in THF (50 mL) at −78° C. was treated with n-butyllithium (2.5M/hexanes, 1.4 mL, 3.50 mmol), stirred at −78° C. for 1.5 hours and then treated with ethyl methoxyacetate (0.78 mL, 6.66 mmol), stirred at −78° C. for three hours, treated with saturated NH4Cl solution, and extracted with ethyl acetate. The combined organic extracts were washed with brine, dried (Na2SO4), concentrated and purified on silica gel with 30... The reactants are BrC1=CC=C(C=C1)C(=CCSC1=CC(=C(OCC(=O)O)C=C1)C)C1=CC=C(C=C1)Br ({4-[3,3-bis-(4-bromo-phenyl)-allylsulfanyl]-2-methyl-phenoxy}-acetic acid), B(C=1C=CC(=CC1)C=2C=CC=CC2)(O)O (biphenylboronic acid), [F-].[K+] (KF), [Cl-].[NH4+] (ammonium chloride). The reagents and catalysts are C=1C=CC(=CC1)/C=C/C(=O)/C=C/C2=CC=CC=C2.C=1C=CC(=CC1)/C=C/C(=O)/C=C/C2=CC=CC=C2.C=1C=CC(=CC1)/C=C/C(=O)/C=C/C2=CC=CC=C2.[Pd].[Pd] (Pd2(dba)3), CC(C)([P](C(C)(C)C)([Pd][P](C(C)(C)C)(C(C)(C)C)C(C)(C)C)C(C)(C)C)C (Pd(P(t-Bu)3)2). Run in C1CCOC1 (THF). Conditions: temperature 50 celsius, time 2 hour. The product is C1(=CC=C(C=C1)C(=CCSC1=CC(=C(OCC(=O)O)C=C1)C)C1=CC=C(C=C1)C1=CC=C(C=C1)C1=CC=CC=C1)C1=CC=C(C=C1)C1=CC=CC=C1 ([4-(3,3-Bis-[1,1′;4′,1″]terphenyl-4-yl-allylsulfanyl)-2-methyl-phenoxy]-acetic acid). RXN SMILES: Br[C:2]1[CH:7]=[CH:6][C:5]([C:8]([C:24]2[CH:29]=[CH:28][C:27](Br)=[CH:26][CH:25]=2)=[CH:9][CH2:10][S:11][C:12]2[CH:22]=[CH:21][C:15]([O:16][CH2:17][C:18]([OH:20])=[O:19])=[C:14]([CH3:23])[CH:13]=2)=[CH:4][CH:3]=1.B(O)(O)[C:32]1[CH:33]=[CH:34][C:35]([C:38]2[CH:39]=[CH:40][CH:41]=[CH:42][CH:43]=2)=[CH:36][CH:37]=1.[F-].[K+].[Cl-].[NH4+]>C1C=CC(/C=C/C(/C=C/C2C=CC=CC=2)=O)=CC=1.C1C=CC(/C=C/C(/C=C/C2C=CC=CC=2)=O)=CC=1.C1C=CC(/C=C/C(/C=C/C2C=CC=CC=2)=O)=CC=1.[Pd].[Pd].CC(C)([P](C(C)(C)C)([Pd][P](C(C)(C)C)(C(C)(C)C)C(C)(C)C)C(C)(C)C)C.C1COCC1>[C:2]1([C:41]2[CH:40]=[CH:39][C:38]([C:35]3[CH:36]=[CH:37][CH:32]=[CH:33][CH:34]=3)=[CH:43][CH:42]=2)[CH:7]=[CH:6][C:5]([C:8]([C:24]2[CH:29]=[CH:28][C:27]([C:32]3[CH:33]=[CH:34][C:35]([C:38]4[CH:39]=[CH:40][CH:41]=[CH:42][CH:43]=4)=[CH:36][CH:37]=3)=[CH:26][CH:25]=2)=[CH:9][CH2:10][S:11][C:12]2[CH:22]=[CH:21][C:15]([O:16][CH2:17][C:18]([OH:20])=[O:19])=[C:14]([CH3:23])[CH:13]=2)=[CH:4][CH:3]=1 |f:2.3,4.5,6.7.8.9.10,^1:108,114|. Procedure details: In an evaporated schlenk flask kept under nitrogen atmosphere were added {4-[3,3-bis-(4-bromo-phenyl)-allylsulfanyl]-2-methyl-phenoxy}-acetic acid (225 mg, 0.41 mmol, example 1, step A–B, biphenylboronic acid (163 mg, 0.8 mmol), KF (79 mg, 1.35 mmol), Pd2(dba)3 (23 mg, 25 mmol) and Pd(P(t-Bu)3)2 (26 mg, 51 mmol). THF (6 ml) was added to the solid mixture keeping the mixture under nitrogen. The reaction mixture was stirred at 50° C. for 2 h, followed by 10 h at 70° C. A saturated solution of ammo... Yield: 97.4%. Procedure: Ethyl 3-Methoxy-4-methylisoxazole-5-carboxylate (1.3 g, 7.0 mmol), NBS (1.4 g, 7.9 mmol), dibenzoyl peroxide (catalytic amount) and tetrachloromethane (40 mL) was boiled under reflux for 10 h. The mixture was cooled, filtered and concentrated in vacuo to give crude title compound as a yellow oil (1.8 g, 97%). The crude product was used in the next step without further purification. Solvent: ClC(Cl)(Cl)Cl (tetrachloromethane). Reaction SMILES: [CH3:1][O:2][C:3]1[C:7]([CH3:8])=[C:6]([C:9]([O:11][CH2:12][CH3:13])=[O:10])[O:5][N:4]=1.C1C(=O)N([Br:21])C(=O)C1.C(OOC(=O)C1C=CC=CC=1)(=O)C1C=CC=CC=1>ClC(Cl)(Cl)Cl>[Br:21][CH2:8][C:7]1[C:3]([O:2][CH3:1])=[N:4][O:5][C:6]=1[C:9]([O:11][CH2:12][CH3:13])=[O:10]. Yields the product BrCC=1C(=NOC1C(=O)OCC)OC (Ethyl 4-(Bromomethyl)-3-methoxyisoxazole-5-carboxylate). Starting materials: COC1=NOC(=C1C)C(=O)OCC (Ethyl 3-Methoxy-4-methylisoxazole-5-carboxylate), C1CC(=O)N(C1=O)Br (NBS), C(C1=CC=CC=C1)(=O)OOC(C1=CC=CC=C1)=O (dibenzoyl peroxide). The reactants are ClCCCBr, O=C([O-])[O-], [K+], [K+], CN(C)C=O, Oc1ccccc1. The product is ClCCCOc1ccccc1. RXN SMILES: [Br:8][CH2:9][CH2:10][CH2:11][Cl:12].[C:13](=[O:14])([O-:15])[O-:16].[K+:17].[K+:18].[O:19]=[CH:20][N:21]([CH3:22])[CH3:23].[OH:1][c:2]1[cH:3][cH:4][cH:5][cH:6][cH:7]1>>[O:1]([c:2]1[cH:3][cH:4][cH:5][cH:6][cH:7]1)[CH2:9][CH2:10][CH2:11][Cl:12]. The reactants are CC(=O)OC1c2ccccc2Oc2ccccc21, Cc1ccccc1, CCN1CCC(N)C1. The product is CCN1CCC(NC2c3ccccc3Oc3ccccc32)C1. As a reaction SMILES: [C:1]([O:2][CH:5]1[c:6]2[cH:7][cH:8][cH:9][cH:10][c:11]2[O:12][c:13]2[cH:14][cH:15][cH:16][cH:17][c:18]21)(=[O:3])[CH3:4].[CH3:27][c:28]1[cH:29][cH:30][cH:31][cH:32][cH:33]1.[NH2:19][CH:20]1[CH2:21][N:22]([CH2:25][CH3:26])[CH2:23][CH2:24]1>>[CH:5]1([NH:19][CH:20]2[CH2:21][N:22]([CH2:25][CH3:26])[CH2:23][CH2:24]2)[c:6]2[cH:7][cH:8][cH:9][cH:10][c:11]2[O:12][c:13]2[cH:14][cH:15][cH:16][cH:17][c:18]21.